Dataset: the Open Reaction Database (ORD), a public repository of structured organic reaction records. Task: describe an organic reaction: reactants, conditions, products, and yield The reactants are CC1=CC(=NO1)C(=O)NC(CC(=O)O)C1=CC=C(C=C1)NC(CC1=CC2=C(N=C(O2)NC2=C(C=CC=C2)C)C=C1)=O (3-[(5-Methyl-isoxazole-3-carbonyl)-amino]-3-{4-[2-(2-o-tolylamino-benzoxazol-6-yl)-acetylamino]-phenyl}-propionic Acid), C(C)O (ethanol), C(=O)[O-].[NH4+] (ammonium formate). Reagents/catalysts: [Pd] (palladium on charcoal). Reaction conditions: temperature 50 celsius. The product is NC1=C(C=C(C=C1)CC(=O)OCC)O (Ethyl 4-amino-3-hydroxy-phenylacetate). RXN SMILES: CC1ON=C(C(NC(C2C=CC(N[C:22](=[O:41])[CH2:23][C:24]3[CH:40]=[CH:39][C:27]4[N:28]=C(NC5C=CC=CC=5C)[O:30][C:26]=4[CH:25]=3)=CC=2)CC(O)=O)=O)C=1.C([O-])=[O:43].[NH4+].[CH2:46](O)[CH3:47]>[Pd]>[NH2:28][C:27]1[CH:39]=[CH:40][C:24]([CH2:23][C:22]([O:41][CH2:46][CH3:47])=[O:43])=[CH:25][C:26]=1[OH:30] |f:1.2|. Reported procedure: A solution of ethyl 3-hydroxy-4-nitrophenylacetate (5.0 g, Reference Example 3) was dissolved in ethanol (approximately 200 mL) was treated with ammonium formate (approximately 20 g). The mixture was warmed to 50° C. and then treated cautiously with palladium on charcoal (approximately 1 g, 5%)—effervescence was observed. After 30 minutes the mixture was filtered hot through a pad of celite and the filtrate was concentrated to give the title compound (3.3 g) as a black solid. The reactants are CCCCCCCCC(O)C=CC=Cc1ccccc1OCCCC(=O)OCC, CO, CCOC(C)=O, [Na+], [OH-], O, O=S(=O)(O)O. The product is CCCCCCCCC(O)C=CC=Cc1ccccc1OCCCC(=O)O. As a reaction SMILES: [CH2:1]([CH3:2])[O:3][C:4]([CH2:5][CH2:6][CH2:7][O:8][c:9]1[c:10]([CH:15]=[CH:16][CH:17]=[CH:18][CH:19]([CH2:20][CH2:21][CH2:22][CH2:23][CH2:24][CH2:25][CH2:26][CH3:27])[OH:28])[cH:11][cH:12][cH:13][cH:14]1)=[O:29].[CH3:38][OH:39].[CH3:40][CH2:41][O:42][C:43](=[O:44])[CH3:45].[Na+:31].[OH-:30].[OH2:32].[S:33](=[O:34])(=[O:35])([OH:36])[OH:37]>>[O:3]=[C:4]([CH2:5][CH2:6][CH2:7][O:8][c:9]1[c:10]([CH:15]=[CH:16][CH:17]=[CH:18][CH:19]([CH2:20][CH2:21][CH2:22][CH2:23][CH2:24][CH2:25][CH2:26][CH3:27])[OH:28])[cH:11][cH:12][cH:13][cH:14]1)[OH:29]. The reactants are S(=O)(Cl)Cl (thionyl chloride), OC1=C(C=NC2=CC=CC=C12)C(=O)O (4-hydroxy-quinoline-3-carboxylic acid). The solvent is C1=CC=CC=C1 (benzene). Product: OC1=C(C=NC2=CC=CC=C12)C(=O)Cl (4-hydroxy-quinoline-3-carboxylic acid chloride). Reaction SMILES: S(Cl)([Cl:3])=O.[OH:5][C:6]1[C:15]2[C:10](=[CH:11][CH:12]=[CH:13][CH:14]=2)[N:9]=[CH:8][C:7]=1[C:16]([OH:18])=O>C1C=CC=CC=1>[OH:5][C:6]1[C:15]2[C:10](=[CH:11][CH:12]=[CH:13][CH:14]=2)[N:9]=[CH:8][C:7]=1[C:16]([Cl:3])=[O:18]. Procedure: 3.8 ml of thionyl chloride were added to a suspension of 8.2 g of 4-hydroxy-quinoline-3-carboxylic acid in 160 ml of benzene and the mixture was refluxed for an hour and then cooled. The mixture was vacuum filtered and the precipiate was empasted with a little anhydrous benzene and was dried to obtain 9 g of 4-hydroxy-quinoline-3-carboxylic acid chloride melting at 260° C. The said product was then reacted with 4.35 g of 2-aminothiazole as in Example 1 to obtain 4.3 g of N-(2-thiazolyl)-4-hydrox... Starting materials: O[C@H](C)[C@@H]1[C@H]2N(C(=C([C@@H]2C)OP(=O)(OC2=CC=CC=C2)OC2=CC=CC=C2)C(=O)OCC=C)C1=O (allyl (1R,5S,6S)-6-[(R)-1-hydroxyethyl]-1-methyl-2-diphenoxyphosphoryloxy-1-carbapen-2-em-3-carboxylate), C(C=C)OC(=O)N1[C@@H](C[C@@H](C1)S)CC1CN(CC1)C(=O)OCC=C ((2R,4S)-N-allyloxycarbonyl-2-(N-allyloxycarbonylpyrrolidin-3-ylmethyl)-4-mercaptopyrrolidine), C(C)(C)N(C(C)C)CC (N,N-diisopropylethylamine). The product is C(C=C)OC(=O)N1[C@@H](C[C@@H](C1)SC=1[C@@H]([C@H]2N(C1C(=O)OCC=C)C([C@@H]2[C@@H](C)O)=O)C)CC2CN(CC2)C(=O)OCC=C (allyl (1R,5S,6S)-2-[(2R,4S)-N-allyloxycarbonyl-2-(N-allyloxycarbonylpyrrolidin-3-ylmethyl)pyrrolidin-4-ylthio]-6-[(R)-1-hydroxyethyl]-1-methyl-1-carbapen-2-em-3-carboxylate). The yield is 49.7%. Reaction SMILES: [OH:1][C@@H:2]([C@H:4]1[C:34](=[O:35])[N:6]2[C:7]([C:28]([O:30][CH2:31][CH:32]=[CH2:33])=[O:29])=[C:8](OP(OC3C=CC=CC=3)(OC3C=CC=CC=3)=O)[C@H:9]([CH3:10])[C@@H:5]12)[CH3:3].[CH2:36]([O:39][C:40]([N:42]1[CH2:46][C@@H:45]([SH:47])[CH2:44][C@H:43]1[CH2:48][CH:49]1[CH2:53][CH2:52][N:51]([C:54]([O:56][CH2:57][CH:58]=[CH2:59])=[O:55])[CH2:50]1)=[O:41])[CH:37]=[CH2:38].C(N(CC)C(C)C)(C)C>>[CH2:36]([O:39][C:40]([N:42]1[CH2:46][C@@H:45]([S:47][C:8]2[C@H:9]([CH3:10])[C@@H:5]3[C@@H:4]([C@H:2]([OH:1])[CH3:3])[C:34](=[O:35])[N:6]3[C:7]=2[C:28]([O:30][CH2:31][CH:32]=[CH2:33])=[O:29])[CH2:44][C@H:43]1[CH2:48][CH:49]1[CH2:53][CH2:52][N:51]([C:54]([O:56][CH2:57][CH:58]=[CH2:59])=[O:55])[CH2:50]1)=[O:41])[CH:37]=[CH2:38]. Procedure details: The same procedure as in Example 8-1 was carried out by using allyl (1R,5S,6S)-6-[(R)-1-hydroxyethyl]-1-methyl-2-diphenoxyphosphoryloxy-1-carbapen-2-em-3-carboxylate (790 mg, 1.6 mmol), (2R,4S)-N-allyloxycarbonyl-2-(N-allyloxycarbonylpyrrolidin-3-ylmethyl)-4-mercaptopyrrolidine (560 mg, 1.6 mmol) and N,N-diisopropylethylamine (0.28 ml, 1.6 mmol) to obtain allyl (1R,5S,6S)-2-[(2R,4S)-N-allyloxycarbonyl-2-(N-allyloxycarbonylpyrrolidin-3-ylmethyl)pyrrolidin-4-ylthio]-6-[(R)-1-hydroxyethyl]-1-methyl...